From a dataset of the Open Reaction Database (ORD), a public repository of structured organic reaction records. describe an organic reaction: reactants, conditions, products, and yield Starting materials: FC(F)(F)SCC(=O)Cl (trifluoromethylmercaptoacetyl chloride), NC1[C@@H]2N(C(=C(CS2)CSC2=NNC(=N2)O)C(=O)O)C1=O (7-amino-3-(5-hydroxy-1,2,4-triazol-3-ylthiomethyl)-3-cephem-4-carboxylic acid), [OH-].[Na+] (sodium hydroxide). The solvent is CC(=O)C (acetone), CC(=O)C (acetone), C(=O)(O)[O-].[Na+] (NaHCO3). Conditions: time 20 minute. The product is FC(F)(F)SCC(=O)NC1[C@@H]2N(C(=C(CS2)CSC2=NNC(=N2)O)C(=O)O)C1=O (7-Trifluoromethylmercaptoacetamido-3-(5-hydroxy-1,2,4-triazol-3-ylthiomethyl)-3-cephem-4-carboxylic acid). Reaction SMILES: [NH2:1][CH:2]1[C:20](=[O:21])[N:4]2[C:5]([C:17]([OH:19])=[O:18])=[C:6]([CH2:9][S:10][C:11]3[N:15]=[C:14]([OH:16])[NH:13][N:12]=3)[CH2:7][S:8][C@H:3]12.[F:22][C:23]([S:26][CH2:27][C:28](Cl)=[O:29])([F:25])[F:24].[OH-].[Na+]>CC(C)=O.C([O-])(O)=O.[Na+]>[F:22][C:23]([S:26][CH2:27][C:28]([NH:1][CH:2]1[C:20](=[O:21])[N:4]2[C:5]([C:17]([OH:19])=[O:18])=[C:6]([CH2:9][S:10][C:11]3[N:15]=[C:14]([OH:16])[NH:13][N:12]=3)[CH2:7][S:8][C@H:3]12)=[O:29])([F:25])[F:24] |f:2.3,5.6|. Procedure: To a cold solution (-20°) of 7-amino-3-(5-hydroxy-1,2,4-triazol-3-ylthiomethyl)-3-cephem-4-carboxylic acid (3.39 g., 0.01 mole) in a mixture of acetone (62.5 ml.) and 3% NaHCO3 (62.5 ml.) is added dropwise over a 30 minute period a solution of trifluoromethylmercaptoacetyl chloride (2.24 g., 0.012 mol.) in acetone (20 ml.) The solution is maintained at pH 8 by adding 10% sodium hydroxide as needed. The reaction is stirred for 20 minutes at -15° to -20° and then allowed to warm to room temperatur...